describe an organic reaction: reactants, conditions, products, and yield From a dataset of the Open Reaction Database (ORD), a public repository of structured organic reaction records. The reactants are CCOC1=NS(=O)(=O)C(C(=O)N(C)C)=C1OCC, CC#N. The product is CCOC1=C(C(=O)N(C)C)S(=O)(=O)N=C1N. As a reaction SMILES: [CH2:1]([O:2][C:4]1=[N:5][S:6](=[O:17])(=[O:18])[C:7]([C:12]([N:13]([CH3:14])[CH3:15])=[O:16])=[C:8]1[O:9][CH2:10][CH3:11])[CH3:3].[CH3:19][C:20]#[N:21]>>[C:4]1([NH2:21])=[N:5][S:6](=[O:17])(=[O:18])[C:7]([C:12]([N:13]([CH3:14])[CH3:15])=[O:16])=[C:8]1[O:9][CH2:10][CH3:11]. Reactants: C(C)C(COC1=CC=C(C=C1)Br)CCCC (4-(2-ethylhexyloxy)bromobenzene), [Mg] (magnesium), 0-C, N1=C(Cl)N=C(Cl)N=C1Cl (cyanuric chloride), [Mg] (magnesium). The solvent is O1CCCC1 (tetrahydrofuran), O1CCCC1 (tetrahydrofuran). Run at time 1 hour. Product: ClC1=NC(=NC(=N1)C1=CC=C(C=C1)OCC(CCCC)CC)C1=CC=C(C=C1)OCC(CCCC)CC (2-chloro-4,6-bis[4-(2-ethylhexyloxy)phenyl]-s-triazine). Isolated yield 69.4%. As a reaction SMILES: [Mg].[CH2:2]([CH:4]([CH2:14][CH2:15][CH2:16][CH3:17])[CH2:5][O:6][C:7]1[CH:12]=[CH:11][C:10](Br)=[CH:9][CH:8]=1)[CH3:3].[N:18]1[C:25](Cl)=[N:24][C:22](Cl)=[N:21][C:19]=1[Cl:20]>O1CCCC1>[Cl:20][C:19]1[N:21]=[C:22]([C:10]2[CH:11]=[CH:12][C:7]([O:6][CH2:5][CH:4]([CH2:2][CH3:3])[CH2:14][CH2:15][CH2:16][CH3:17])=[CH:8][CH:9]=2)[N:24]=[C:25]([C:10]2[CH:11]=[CH:12][C:7]([O:6][CH2:5][CH:4]([CH2:2][CH3:3])[CH2:14][CH2:15][CH2:16][CH3:17])=[CH:8][CH:9]=2)[N:18]=1. Reported procedure: 3.65 g (0.15 mol) of magnesium turnings are placed in a 100 ml sulfonating flask fitted with stirrer, condenser, dry pipe, dropping funnel and internal thermometer under inert gas (dry nitrogen), and etching of the turnings is initiated with a few crystals of iodine. 150 ml of anhydrous tetrahydrofuran are added, and a solution of 42.8 g (0.15 mol) of 4-(2-ethylhexyloxy)bromobenzene in 30 ml of tetrahydrofuran is added dropwise over the course of 45 minutes (room temperature). After gentle heati... Reactants: O (water), OCS(=O)[O-].[Na+] (sodium hydroxymethylsulfinate), C(C)(=O)ON(CCN(OC(C)=O)OC(C)=O)OC(C)=O.[Na].[Na].[Na].[Na] (tetrasodium ethylene diamine tetraacetate), O (water), monomer, S(=O)(=O)([O-])OOS(=O)(=O)[O-].[Na+].[Na+] (sodium persulfate), C=CC=C (butadiene), O (water), C1(=CC=CC=C1)S(=O)(=O)OCCCCCCCCCCCC.[Na] (sodium dodecyl benzenesulfonate), aqueous mixture, N (ammonia), C(C=C)(=O)O (acrylic acid), CC(C)C(C)(C)C(C)(C)C(C)(C)S (tert-dodecylmercaptan), OCS(=O)[O-].[Na+] (sodium hydroxymethylsulfinate), O (water), C=C1C(=O)OCC1 (α-methylene-γ-butyrolactone). Run at temperature 80 celsius, time 5 minute. Product: C=C1C(=O)OCC1.C=CC=C.C(C=C)(=O)O (α-methylene-γ-butyrolactone butadiene acrylic acid). RXN SMILES: O.[OH:2][CH2:3]S([O-])=O.[Na+].[C:8](ON(OC(=O)C)CCN(OC(=O)C)OC(=O)C)(=O)[CH3:9].[Na].[Na].[Na].[Na].[CH2:32]=[CH:33][CH:34]=[CH2:35].[CH2:36]=[C:37]1[CH2:42]CO[C:38]1=[O:39].C(O)(=[O:46])C=C.C1(S(OCCCCCCCCCCCC)(=O)=O)C=CC=CC=1.[Na].CC(C(C(C(S)(C)C)(C)C)(C)C)C.S(OOS([O-])(=O)=O)([O-])(=O)=O.[Na+].[Na+].N>>[CH2:36]=[C:37]1[CH2:42][CH2:3][O:2][C:38]1=[O:39].[CH2:32]=[CH:33][CH:34]=[CH2:35].[C:3]([OH:2])(=[O:46])[CH:8]=[CH2:9] |f:1.2,3.4.5.6.7,11.12,14.15.16,18.19.20,^1:27,28,29,30,69|. Reported procedure: A 150 mL round bottom flask with a magnetic stir bar is charged with 17 g (0.943 mol) of water, 0.01 g (6.49×10−5 mol) of sodium hydroxymethylsulfinate and 0.001 g (2.63×10−6 mol) of tetrasodium ethylene diamine tetraacetate. The reactor is heated to 80° C. under nitrogen. After 5 minutes at 80° C., 8 g of a monomer pre-emulsion consisting of 26.5 g (0.490 mol) of butadiene, 18.5 g (0.189 mol) of α-methylene-γ-butyrolactone, 1.5 g (2.50×10−2 mol) of acrylic acid, 1.332 g (3.82×10−3 mol) of sodiu... Starting materials: OC1=CC2=C(SC3=C2C=C(C=C3)O)C=C1 (2,8 -dihydroxydibenzothiophene), CN(CCCl)C (2-dimethylaminoethyl chloride), C[O-].[Na+] (sodium methoxide). The solvent is ClC1=CC=CC=C1 (chlorobenzene). Product: Cl.Cl.CN(CCOC1=CC2=C(SC3=C2C=C(C=C3)OCCN(C)C)C=C1)C (2,8-bis(2-dimethylaminoethoxy)dibenzothiophene dihydrochloride). Reaction SMILES: O[C:2]1[CH:15]=[CH:14][C:5]2[S:6][C:7]3[CH:12]=[CH:11][C:10]([OH:13])=[CH:9][C:8]=3[C:4]=2[CH:3]=1.[CH3:16][N:17]([CH3:21])[CH2:18][CH2:19][Cl:20].[CH3:22][O-:23].[Na+]>ClC1C=CC=CC=1>[ClH:20].[ClH:20].[CH3:16][N:17]([CH3:21])[CH2:18][CH2:22][O:23][C:2]1[CH:15]=[CH:14][C:5]2[S:6][C:7]3[CH:12]=[CH:11][C:10]([O:13][CH2:19][CH2:18][N:17]([CH3:21])[CH3:16])=[CH:9][C:8]=3[C:4]=2[CH:3]=1 |f:2.3,5.6.7|. Procedure: To 200 ml of chlorobenzene is added 16.1 g (0.0745 mole) of 2,8 -dihydroxydibenzothiophene, 16.8 g (0.156 mole) of 2-dimethylaminoethyl chloride and 8.3 g (0.154 mole) of sodium methoxide. The mixture is stirred and heated to reflux for 16 hours. The cooled reaction mixture is filtered and the filtrate is washed with several portions of water, then dried over anhydrous magnesium sulfate. The chlorobenzene solution is evaporated in vacuo. The oily residue is dissolved in ether and treated with et... Starting materials: CCO, NC(CO)C(OCc1ccccc1)C(Cc1cc(F)cc(F)c1)N(Cc1ccccc1)Cc1ccccc1, c1ccc(OCC2CO2)cc1. RXN SMILES: [CH3:50][CH2:51][OH:52].[NH2:12][CH:13]([CH2:14][OH:15])[CH:16]([CH:17]([CH2:18][c:19]1[cH:20][c:21]([F:26])[cH:22][c:23]([F:25])[cH:24]1)[N:27]([CH2:28][c:29]1[cH:30][cH:31][cH:32][cH:33][cH:34]1)[CH2:35][c:36]1[cH:37][cH:38][cH:39][cH:40][cH:41]1)[O:42][CH2:43][c:44]1[cH:45][cH:46][cH:47][cH:48][cH:49]1.[O:1]([c:2]1[cH:3][cH:4][cH:5][cH:6][cH:7]1)[CH2:8][CH:9]1[O:10][CH2:11]1>>[O:1]([c:2]1[cH:3][cH:4][cH:5][cH:6][cH:7]1)[CH2:8][CH:9]([OH:10])[CH2:11][NH:12][CH:13]([CH2:14][OH:15])[CH:16]([CH:17]([CH2:18][c:19]1[cH:20][c:21]([F:26])[cH:22][c:23]([F:25])[cH:24]1)[N:27]([CH2:28][c:29]1[cH:30][cH:31][cH:32][cH:33][cH:34]1)[CH2:35][c:36]1[cH:37][cH:38][cH:39][cH:40][cH:41]1)[O:42][CH2:43][c:44]1[cH:45][cH:46][cH:47][cH:48][cH:49]1. Product: OCC(NCC(O)COc1ccccc1)C(OCc1ccccc1)C(Cc1cc(F)cc(F)c1)N(Cc1ccccc1)Cc1ccccc1. Reactants: C(C1=CC=CC=C1)(=O)NC(=S)N (benzoylthiourea), BrCC(C(=O)OCC)=O (ethyl bromopyruvate). Solvent: C(C)O (ethanol). Yields the product C(C)OC(=O)C=1N=C(SC1)NC(C1=CC=CC=C1)=O (N-(4-ethoxycarbonylthiazol-2-yl)benzamide). RXN SMILES: [C:1]([NH:9][C:10]([NH2:12])=[S:11])(=[O:8])[C:2]1[CH:7]=[CH:6][CH:5]=[CH:4][CH:3]=1.Br[CH2:14][C:15](=O)[C:16]([O:18][CH2:19][CH3:20])=[O:17]>C(O)C>[CH2:19]([O:18][C:16]([C:15]1[N:12]=[C:10]([NH:9][C:1](=[O:8])[C:2]2[CH:7]=[CH:6][CH:5]=[CH:4][CH:3]=2)[S:11][CH:14]=1)=[O:17])[CH3:20]. Reported procedure: A solution of 19.02 g. of benzoylthiourea and 19.12 g. of ethyl bromopyruvate in 300 ml. of ethanol was refluxed for 2 hours. The solvent was removed in vacuo and the residue partitioned between ethyl acetate (1 liter) and 20% aqueous sodium carbonate (400 ml.). The organic layer was separated, washed successively with 20% aqueous sodium carbonate (3×400 ml.), water (2×400 ml.) and a brine solution (2×400 ml.) and dried over sodium sulfate. The solution was concentrated to about 50 ml. and the p... Starting materials: FC=1C=C(C=CC1F)C1CCC=2NC(=CC21)C(=O)OC (methyl 4-(3,4-difluorophenyl)-1,4,5,6-tetrahydrocyclopenta[b]pyrrole-2-carboxylate), [OH-].[Li+] (lithium hydroxide), O (water). The solvent is CO (methanol). Yields the product FC=1C=C(C=CC1F)C1CCC=2NC(=CC21)C(=O)O (4-(3,4-difluorophenyl)-1,4,5,6-tetrahydrocyclopenta[b]pyrrole-2-carboxylic acid). RXN SMILES: [F:1][C:2]1[CH:3]=[C:4]([CH:9]2[C:16]3[CH:15]=[C:14]([C:17]([O:19]C)=[O:18])[NH:13][C:12]=3[CH2:11][CH2:10]2)[CH:5]=[CH:6][C:7]=1[F:8].[OH-].[Li+].O>CO>[F:1][C:2]1[CH:3]=[C:4]([CH:9]2[C:16]3[CH:15]=[C:14]([C:17]([OH:19])=[O:18])[NH:13][C:12]=3[CH2:11][CH2:10]2)[CH:5]=[CH:6][C:7]=1[F:8] |f:1.2|. Procedure: The title compound was synthesized from methyl 4-(3,4-difluorophenyl)-1,4,5,6-tetrahydrocyclopenta[b]pyrrole-2-carboxylate (0.333 g, 1.20 mmol) and lithium hydroxide (0.508 g, 12.1 mmol in 5 mL water), according to General Procedure 7. A 1:1 mixture of water and methanol (4 mL) was used. The resulting product was purified by reverse phase HPLC, eluting with a gradient of 40-100% MeOH: water (with 0.1% formic acid) to afford the title compound. 0.265 g. 1H NMR (400 MHz, METHANOL-d4) δ ppm 2.17 (d... Starting materials: C1(=CC=CC=C1)NC1(CCCCC1)C#N (1-phenylaminocyclohexanecarbonitrile), [H-].[Al+3].[Li+].[H-].[H-].[H-] (lithium aluminum hydride), O (water), O (water), [OH-].[Na+] (sodium hydroxide). The solvent is C(C)OCC (ethyl ether), C(C)OCC (ethyl ether). Run at temperature 0 celsius, time 2 hour. The product is NCC1(CCCCC1)NC1=CC=CC=C1 ((1-aminomethylcyclohexyl)phenylamine). The yield is 39.2%. Reaction SMILES: [C:1]1([NH:7][C:8]2([C:14]#[N:15])[CH2:13][CH2:12][CH2:11][CH2:10][CH2:9]2)[CH:6]=[CH:5][CH:4]=[CH:3][CH:2]=1.[H-].[Al+3].[Li+].[H-].[H-].[H-].O.[OH-].[Na+]>C(OCC)C>[NH2:15][CH2:14][C:8]1([NH:7][C:1]2[CH:6]=[CH:5][CH:4]=[CH:3][CH:2]=2)[CH2:13][CH2:12][CH2:11][CH2:10][CH2:9]1 |f:1.2.3.4.5.6,8.9|. Procedure: A solution of 5 g (25 mmol) of 1-phenylaminocyclohexanecarbonitrile in 70 ml of ethyl ether is added drop by drop to 1.13 g (29.8 mmol) of lithium aluminum hydride in 30 ml of ethyl ether at 0° C. The mixture is stirred for 2 hours at 0° C. The reaction is stopped by the addition of 1.1 ml of water, 1.1 ml of 15% sodium hydroxide and then 3.5 ml of water. The medium is then filtered on Celite and the filtrate is evaporated. The residue is purified on silica gel (dichloromethane then dichlorometh... Starting materials: O=[N+]([O-])c1ccc(F)c(Br)c1, CS(C)=O, CC(C)(C)[O-], [Cl-], [K+], O=C1NCCCN1, [Na+], O. Yields the product O=C1NCCCN1c1ccc([N+](=O)[O-])cc1Br. Reaction SMILES: [Br:14][c:15]1[c:16]([F:24])[cH:17][cH:18][c:19]([N+:21](=[O:22])[O-:23])[cH:20]1.[CH3:27][S:28]([CH3:29])=[O:30].[CH3:8][C:9]([CH3:10])([O-:11])[CH3:12].[Cl-:26].[K+:13].[NH:1]1[C:2](=[O:7])[NH:3][CH2:4][CH2:5][CH2:6]1.[Na+:25].[OH2:31]>>[N:1]1([c:16]2[c:15]([Br:14])[cH:20][c:19]([N+:21](=[O:22])[O-:23])[cH:18][cH:17]2)[C:2](=[O:7])[NH:3][CH2:4][CH2:5][CH2:6]1. The reactants are ClC=1C=C(C(=NC1)C=C)C(=O)C1=C(C(=CC=C1C=C)OC)F ((5-chloro-2-vinylpyridin-3-yl)(2-fluoro-3-methoxy-6-vinylphenyl)methanone). Reagents/catalysts: catalyst. The solvent is C1(=CC=CC=C1)C (toluene). Yields the product ClC=1C=C2C(=NC1)C=CC1=C(C2=O)C(=C(C=C1)OC)F (3-chloro-6-fluoro-7-methoxy-5H-benzo[4,5]cyclohepta[1,2-b]pyridin-5-one). Reaction SMILES: [Cl:1][C:2]1[CH:3]=[C:4]([C:10]([C:12]2[C:17]([CH:18]=[CH2:19])=[CH:16][CH:15]=[C:14]([O:20][CH3:21])[C:13]=2[F:22])=[O:11])[C:5](C=C)=[N:6][CH:7]=1>C1(C)C=CC=CC=1>[Cl:1][C:2]1[CH:3]=[C:4]2[C:10](=[O:11])[C:12]3[C:13]([F:22])=[C:14]([O:20][CH3:21])[CH:15]=[CH:16][C:17]=3[CH:18]=[CH:19][C:5]2=[N:6][CH:7]=1. Reported procedure: To a stirred solution of (5-chloro-2-vinylpyridin-3-yl)(2-fluoro-3-methoxy-6-vinylphenyl)methanone (6.20 g, 19.5 mmol) in toluene (1 L) was added Zhan IB catalyst (2.0 g, 2.8 mmol). The reaction mixture was purged with N2 for 20 min, heated to reflux overnight, cooled to room temperature, concentrated, and purified by flash chromatography to afford the title compound. LRMS (ESI) calc'd for (C15H9ClFNO2) [M+H]+, 290.0; found 290.0.